This data is from the Open Reaction Database (ORD), a public repository of structured organic reaction records. The task is: describe an organic reaction: reactants, conditions, products, and yield The reactants are ClC1=CC(=C(C=C1)NC(CCl)=O)C(C1=C(C=CC=C1)Cl)=O (N1-[4-chloro-2-(2-chlorobenzoyl)phenyl]-2-chloroacetamide), C([O-])([O-])=O.[K+].[K+] (potassium carbonate), N1=C(C=CC=C1)N1CCNCC1 (1-(2-pyridyl)piperazine). The solvent is CC(=O)C (acetone), C(C)(=O)OCC.CCCCCC (ethyl acetate hexane). Product: ClC1=CC(=C(C=C1)NC(CN1CCN(CC1)C1=NC=CC=C1)=O)C(C1=C(C=CC=C1)Cl)=O (N1-[4-chloro-2-(2-chlorobenzoyl)phenyl]-2-[4-(2-pyridyl)piperazino]acetamide). Yield: 85.4%. RXN SMILES: [Cl:1][C:2]1[CH:7]=[CH:6][C:5]([NH:8][C:9](=[O:12])[CH2:10]Cl)=[C:4]([C:13](=[O:21])[C:14]2[CH:19]=[CH:18][CH:17]=[CH:16][C:15]=2[Cl:20])[CH:3]=1.C(=O)([O-])[O-].[K+].[K+].[N:28]1[CH:33]=[CH:32][CH:31]=[CH:30][C:29]=1[N:34]1[CH2:39][CH2:38][NH:37][CH2:36][CH2:35]1>CC(C)=O.C(OCC)(=O)C.CCCCCC>[Cl:1][C:2]1[CH:7]=[CH:6][C:5]([NH:8][C:9](=[O:12])[CH2:10][N:37]2[CH2:38][CH2:39][N:34]([C:29]3[CH:30]=[CH:31][CH:32]=[CH:33][N:28]=3)[CH2:35][CH2:36]2)=[C:4]([C:13](=[O:21])[C:14]2[CH:19]=[CH:18][CH:17]=[CH:16][C:15]=2[Cl:20])[CH:3]=1 |f:1.2.3,6.7|. Procedure: To a compound of N1-[4-chloro-2-(2-chlorobenzoyl)phenyl]-2-chloroacetamide (500 mg, 1.46 mmol) in dry acetone (20 mL) was added anhydrous potassium carbonate (1 g, 7.30 mmol) and 1-(2-pyridyl)piperazine (238 mg, 1.46 mmol). The reaction mixture was refluxed for 24 h and the reaction was monitored by TLC using ethyl acetate-hexane (6:4) as a solvent system. The potassium carbonate was then removed by suction filtration and the solvent was evaporated under vacuum to afford the crude product. This ... The reactants are CCCNO, Cl, O=C(O)c1cc2ccn(Cc3ccc(F)cc3)c2cn1. Product: CCCN(O)C(=O)c1cc2ccn(Cc3ccc(F)cc3)c2cn1. RXN SMILES: [CH2:22]([CH2:23][CH3:24])[NH:25][OH:26].[ClH:21].[F:1][c:2]1[cH:3][cH:4][c:5]([CH2:6][n:7]2[cH:8][cH:9][c:10]3[c:11]2[cH:12][n:13][c:14]([C:16](=[O:17])[OH:18])[cH:15]3)[cH:19][cH:20]1>>[F:1][c:2]1[cH:3][cH:4][c:5]([CH2:6][n:7]2[cH:8][cH:9][c:10]3[c:11]2[cH:12][n:13][c:14]([C:16](=[O:18])[N:25]([CH2:22][CH2:23][CH3:24])[OH:26])[cH:15]3)[cH:19][cH:20]1. Reactants: CC(=O)O, CO, COc1cc(C(=O)O)cc(F)c1[N+](=O)[O-], [H][H]. Yields the product COc1cc(C(=O)O)cc(F)c1N. RXN SMILES: [C:16]([OH:17])(=[O:18])[CH3:19].[CH3:22][OH:23].[F:1][c:2]1[cH:3][c:4]([C:5](=[O:6])[OH:7])[cH:8][c:9]([O:14][CH3:15])[c:10]1[N+:11]([O-:12])=[O:13].[H:20][H:21]>>[F:1][c:2]1[cH:3][c:4]([C:5](=[O:6])[OH:7])[cH:8][c:9]([O:14][CH3:15])[c:10]1[NH2:11]. The reactants are FCCBr, CCN(C(C)C)C(C)C, CCOC(CN)OCC. The product is CCOC(CNCCF)OCC. RXN SMILES: [Br:10][CH2:11][CH2:12][F:13].[CH:14]([N:15]([CH:16]([CH3:17])[CH3:18])[CH2:19][CH3:20])([CH3:21])[CH3:22].[NH2:1][CH2:2][CH:3]([O:4][CH2:5][CH3:6])[O:7][CH2:8][CH3:9]>>[NH:1]([CH2:2][CH:3]([O:4][CH2:5][CH3:6])[O:7][CH2:8][CH3:9])[CH2:11][CH2:12][F:13]. The reactants are CC(C)=O, CS(=O)(=O)OCCCCCCC(F)(F)C(F)(F)F, [I-], [Na+], O. The product is FC(F)(F)C(F)(F)CCCCCCI. As a reaction SMILES: [CH3:22][C:23](=[O:24])[CH3:25].[CH3:3][S:4]([O:5][CH2:8][CH2:9][CH2:10][CH2:11][CH2:12][CH2:13][C:14]([C:15]([F:16])([F:17])[F:18])([F:19])[F:20])(=[O:6])=[O:7].[I-:2].[Na+:1].[OH2:21]>>[I:2][CH2:8][CH2:9][CH2:10][CH2:11][CH2:12][CH2:13][C:14]([C:15]([F:16])([F:17])[F:18])([F:19])[F:20].